This data is from the Open Reaction Database (ORD), a public repository of structured organic reaction records. The task is: describe an organic reaction: reactants, conditions, products, and yield Starting materials: CCOC(=O)c1cncc(Br)c1, COCCOC, CN(C)C=O, OB(O)c1ccc(C(F)(F)F)cc1, [Na+], [Na+], O=C([O-])[O-], O, c1ccc(P(c2ccccc2)(c2ccccc2)[Pd](P(c2ccccc2)(c2ccccc2)c2ccccc2)(P(c2ccccc2)(c2ccccc2)c2ccccc2)P(c2ccccc2)(c2ccccc2)c2ccccc2)cc1. Product: CCOC(=O)c1cncc(-c2ccc(C(F)(F)F)cc2)c1. As a reaction SMILES: [Br:1][c:2]1[cH:3][n:4][cH:5][c:6]([C:7](=[O:8])[O:9][CH2:10][CH3:11])[cH:12]1.[CH3:32][O:33][CH2:34][CH2:35][O:36][CH3:37].[CH3:39][N:40]([CH3:41])[CH:42]=[O:43].[F:13][C:14]([c:15]1[cH:16][cH:17][c:18]([B:21]([OH:22])[OH:23])[cH:19][cH:20]1)([F:24])[F:25].[Na+:26].[Na+:27].[O-:28][C:29](=[O:30])[O-:31].[OH2:38].[cH:44]1[cH:45][cH:46][c:47]([P:48]([Pd:49]([P:50]([c:51]2[cH:52][cH:53][cH:54][cH:55][cH:56]2)([c:57]2[cH:58][cH:59][cH:60][cH:61][cH:62]2)[c:63]2[cH:64][cH:65][cH:66][cH:67][cH:68]2)([P:69]([c:70]2[cH:71][cH:72][cH:73][cH:74][cH:75]2)([c:76]2[cH:77][cH:78][cH:79][cH:80][cH:81]2)[c:82]2[cH:83][cH:84][cH:85][cH:86][cH:87]2)[P:88]([c:89]2[cH:90][cH:91][cH:92][cH:93][cH:94]2)([c:95]2[cH:96][cH:97][cH:98][cH:99][cH:100]2)[c:101]2[cH:102][cH:103][cH:104][cH:105][cH:106]2)([c:107]2[cH:108][cH:109][cH:110][cH:111][cH:112]2)[c:113]2[cH:114][cH:115][cH:116][cH:117][cH:118]2)[cH:119][cH:120]1>>[c:2]1(-[c:18]2[cH:17][cH:16][c:15]([C:14]([F:13])([F:24])[F:25])[cH:20][cH:19]2)[cH:3][n:4][cH:5][c:6]([C:7](=[O:8])[O:9][CH2:10][CH3:11])[cH:12]1. The reactants are TEA, ClCC(C)=O (chloroacetone), C(C1=CC=CC=C1)N1C(N(C(C1CS)O)CC1=CC=CC=C1)=O (1,3-dibenzyl-2-oxo-5-mercaptomethylimidazolidin-4-ol). Solvent: C1CCOC1 (THF). Run at temperature 0 celsius, time 2 hour. Yields the product C(C1=CC=CC=C1)N1C(N(C(C1CSCC(C)=O)O)CC1=CC=CC=C1)=O (1,3-dibenzyl-2-oxo-5-(4-oxo-2-thiapentyl)imidazolidin-4-ol). Isolated yield 88.0%. Reaction SMILES: [CH2:1]([N:8]1[CH:12]([CH2:13][SH:14])[CH:11]([OH:15])[N:10]([CH2:16][C:17]2[CH:22]=[CH:21][CH:20]=[CH:19][CH:18]=2)[C:9]1=[O:23])[C:2]1[CH:7]=[CH:6][CH:5]=[CH:4][CH:3]=1.Cl[CH2:25][C:26](=[O:28])[CH3:27]>C1COCC1>[CH2:1]([N:8]1[CH:12]([CH2:13][S:14][CH2:25][C:26](=[O:28])[CH3:27])[CH:11]([OH:15])[N:10]([CH2:16][C:17]2[CH:18]=[CH:19][CH:20]=[CH:21][CH:22]=2)[C:9]1=[O:23])[C:2]1[CH:7]=[CH:6][CH:5]=[CH:4][CH:3]=1. Procedure details: A mixture of 1.85 g (5.63 mmol) of (4 RS, 5 R) 1,3-dibenzyl-2-oxo-5-mercaptomethylimidazolidin-4-ol (prepared according to Example 2) and 7.0 ml of THF is treated at 0°-5° C. with 0.855 g (1.18 ml, 8.45 mmol) of TEA and 0.547 g (0.47 ml, 5.91 mmol) of chloroacetone. The mixture is stirred at 0° C. for 2 hours and then at room temperature for 2 hours. The precipitate is filtered off and the solvent is removed by distillation. After flash chromatography, 1.956 g (90% of theory) of (4 RS, 5 R)-1,3-... Starting materials: CCOc1cnc(-c2ccc(Br)cc2)nc1, O=C([O-])O, CC(=O)[O-], CC(=O)[O-], C=CCCCO, CN1CCCC1=O, [Na+], O, [Pd+2], c1ccc(P(c2ccccc2)c2ccccc2)cc1. Yields the product CCOc1cnc(-c2ccc(C=CCCCO)cc2)nc1. As a reaction SMILES: [Br:1][c:2]1[cH:3][cH:4][c:5](-[c:8]2[n:9][cH:10][c:11]([O:14][CH2:15][CH3:16])[cH:12][n:13]2)[cH:6][cH:7]1.[C:23](=[O:24])([OH:25])[O-:26].[C:47]([O-:48])(=[O:49])[CH3:50].[C:52]([O-:53])(=[O:54])[CH3:55].[CH2:17]([CH2:18][CH2:19][CH:20]=[CH2:21])[OH:22].[CH3:57][N:58]1[CH2:59][CH2:60][CH2:61][C:62]1=[O:63].[Na+:27].[OH2:56].[Pd+2:51].[c:28]1([P:29]([c:30]2[cH:31][cH:32][cH:33][cH:34][cH:35]2)[c:36]2[cH:37][cH:38][cH:39][cH:40][cH:41]2)[cH:42][cH:43][cH:44][cH:45][cH:46]1>>[c:2]1([CH:21]=[CH:20][CH2:19][CH2:18][CH2:17][OH:22])[cH:3][cH:4][c:5](-[c:8]2[n:9][cH:10][c:11]([O:14][CH2:15][CH3:16])[cH:12][n:13]2)[cH:6][cH:7]1. Yield: 59.2%. Run in CCO (EtOH). Procedure details: Hydrazine hydrate (54 ml, 1.73 mmol) was added to a suspension of 2-(3-chloroanilino)-4-[1-(2-phthalimidoethyl)imidazol-5-yl]pyrimidine (Example 10; 163 mg, 0.37 mmol) in EtOH (5 ml) and the mixture was heated at reflux for 2 hours. The mixture was allowed to cool, the volatiles removed by evaporation and the residue purified by column chromatography eluting with DCM and 7M methanolic ammonia solution (90:10) to give the title compound 69 mg, (59%) as a solid product. NMR: 1.41 (brs, 2H), 2.99 (... As a reaction SMILES: O.NN.[Cl:4][C:5]1[CH:6]=[C:7]([CH:33]=[CH:34][CH:35]=1)[NH:8][C:9]1[N:14]=[C:13]([C:15]2[N:19]([CH2:20][CH2:21][N:22]3C(=O)C4=CC=CC=C4C3=O)[CH:18]=[N:17][CH:16]=2)[CH:12]=[CH:11][N:10]=1>CCO>[NH2:22][CH2:21][CH2:20][N:19]1[C:15]([C:13]2[CH:12]=[CH:11][N:10]=[C:9]([NH:8][C:7]3[CH:33]=[CH:34][CH:35]=[C:5]([Cl:4])[CH:6]=3)[N:14]=2)=[CH:16][N:17]=[CH:18]1 |f:0.1|. Reactants: O.NN (Hydrazine hydrate), ClC=1C=C(NC2=NC=CC(=N2)C2=CN=CN2CCN2C(C=3C(C2=O)=CC=CC3)=O)C=CC1 (2-(3-Chloroanilino)-4-[1-(2-phthalimidoethyl)imidazol-5-yl]pyrimidine). Product: NCCN1C=NC=C1C1=NC(=NC=C1)NC1=CC(=CC=C1)Cl (4-[1-(2-Aminoethyl)imidazol-5-yl]-2-(3-chloroanilino)pyrimidine). Starting materials: CCOC(C)=O, CC(=O)O, Cl, CC(C)(C)OC(=O)NCCNC(=O)Cc1ccc(OCc2ccc(-c3ccccc3)cc2)cc1. The product is Cl, NCCNC(=O)Cc1ccc(OCc2ccc(-c3ccccc3)cc2)cc1. As a reaction SMILES: [C:35]([O:36][CH2:37][CH3:38])(=[O:39])[CH3:40].[CH3:42][C:43](=[O:44])[OH:45].[ClH:41].[c:1]1(-[c:29]2[cH:30][cH:31][cH:32][cH:33][cH:34]2)[cH:2][cH:3][c:4]([CH2:7][O:8][c:9]2[cH:10][cH:11][c:12]([CH2:15][C:16](=[O:17])[NH:18][CH2:19][CH2:20][NH:21][C:22](=[O:23])[O:24][C:25]([CH3:26])([CH3:27])[CH3:28])[cH:13][cH:14]2)[cH:5][cH:6]1>>[ClH:41].[c:1]1(-[c:29]2[cH:30][cH:31][cH:32][cH:33][cH:34]2)[cH:2][cH:3][c:4]([CH2:7][O:8][c:9]2[cH:10][cH:11][c:12]([CH2:15][C:16](=[O:17])[NH:18][CH2:19][CH2:20][NH2:21])[cH:13][cH:14]2)[cH:5][cH:6]1.